Dataset: the Open Reaction Database (ORD), a public repository of structured organic reaction records. Task: describe an organic reaction: reactants, conditions, products, and yield Starting materials: CC(=O)OC1CC2C3CCC4=CC(=O)CCC4(C)C3CCC2(C)C1N(C)C(=O)C(F)(F)F, Cc1ccccc1, Clc1ccccc1. Yields the product CC(=O)OC1CC2C3CCC4=CC(=O)C=CC4(C)C3CCC2(C)C1N(C)C(=O)C(F)(F)F. RXN SMILES: [C:1]([CH3:2])(=[O:3])[O:4][CH:5]1[CH:6]([N:25]([C:26]([C:27]([F:28])([F:29])[F:30])=[O:31])[CH3:32])[C:7]2([CH3:8])[CH:9]([CH2:10]1)[CH:11]1[CH2:12][CH2:13][C:14]3=[CH:15][C:16](=[O:24])[CH2:17][CH2:18][C:19]3([CH3:20])[CH:21]1[CH2:22][CH2:23]2.[CH3:33][c:34]1[cH:35][cH:36][cH:37][cH:38][cH:39]1.[Cl:40][c:41]1[cH:42][cH:43][cH:44][cH:45][cH:46]1>>[C:1]([CH3:2])(=[O:3])[O:4][CH:5]1[CH:6]([N:25]([C:26]([C:27]([F:28])([F:29])[F:30])=[O:31])[CH3:32])[C:7]2([CH3:8])[CH:9]([CH2:10]1)[CH:11]1[CH2:12][CH2:13][C:14]3=[CH:15][C:16](=[O:24])[CH:17]=[CH:18][C:19]3([CH3:20])[CH:21]1[CH2:22][CH2:23]2. The reactants are CO, CCOC(=O)c1cnc(Cl)s1, N. Product: NC(=O)c1cnc(Cl)s1. As a reaction SMILES: [CH3:13][OH:14].[Cl:1][c:2]1[s:3][c:4]([C:7]([O:9][CH2:8][CH3:10])=[O:11])[cH:5][n:6]1.[NH3:12]>>[Cl:1][c:2]1[s:3][c:4]([C:7](=[O:9])[NH2:12])[cH:5][n:6]1. The reactants are C(C)(=O)[O-].[Na+] (sodium acetate), C(C)(=O)[O-].[K+] (potassium acetate). Solvent: COCCO (2-methoxyethanol). Yields the product C(C)(=O)[O-].[Na+].[K+].C(C)(=O)[O-] (potassium-sodium acetate). As a reaction SMILES: [C:1]([O-:4])(=[O:3])[CH3:2].[Na+:5].[C:6]([O-:9])(=[O:8])[CH3:7].[K+:10]>COCCO>[C:1]([O-:4])(=[O:3])[CH3:2].[Na+:5].[K+:10].[C:6]([O-:9])(=[O:8])[CH3:7] |f:0.1,2.3,5.6.7.8|. Procedure details: According to one embodiment, step 102 comprises dissolving sodium acetate (CH3COONa) and potassium acetate (CH3COOK) in 2-methoxyethanol (2-MOE) to form a potassium-sodium acetate solution. Step 104 comprises adding niobium ethoxide ((CH3CH2O)5Nb) to the potassium-sodium acetate solution to form a potassium sodium niobate ((K,Na)NbO3) (KNN) solution 114. Reactants: C(O)([O-])=O.[Na+] (sodium hydrogen carbonate), CCOCC (ether), C(O)([O-])=O.[Na+] (sodium hydrogen carbonate), COC1=CC=C(C=C1)B(O)O (4-methoxyphenylboronic acid), NC1=C(C(=NN1C1=C(C=C(C=C1Cl)C(F)(F)F)Cl)C#N)I (5-amino-3-cyano-1-(2,6-dichloro-4-trifluoromethylphenyl)-4-iodopyrazole). Reagents/catalysts: C=1C=CC(=CC1)[P](C=2C=CC=CC2)(C=3C=CC=CC3)[Pd]([P](C=4C=CC=CC4)(C=5C=CC=CC5)C=6C=CC=CC6)([P](C=7C=CC=CC7)(C=8C=CC=CC8)C=9C=CC=CC9)[P](C=1C=CC=CC1)(C=1C=CC=CC1)C=1C=CC=CC1 (tetrakis(triphenylphosphine)palladium(0)), C=1C=CC(=CC1)[P](C=2C=CC=CC2)(C=3C=CC=CC3)[Pd]([P](C=4C=CC=CC4)(C=5C=CC=CC5)C=6C=CC=CC6)([P](C=7C=CC=CC7)(C=8C=CC=CC8)C=9C=CC=CC9)[P](C=1C=CC=CC1)(C=1C=CC=CC1)C=1C=CC=CC1 (tetrakis(triphenylphosphine)palladium(0)). The solvent is O (water), C(C)O (ethanol), C1(=CC=CC=C1)C (toluene). Conditions: time 8 hour. Yields the product NC1=C(C(=NN1C1=C(C=C(C=C1Cl)C(F)(F)F)Cl)C#N)C1=CC=C(C=C1)OC (5-Amino-3-cyano-1-(2,6-dichloro-4-trifluoromethylphenyl)-4-(4-methoxyphenyl)pyrazole). As a reaction SMILES: [NH2:1][C:2]1[N:6]([C:7]2[C:12]([Cl:13])=[CH:11][C:10]([C:14]([F:17])([F:16])[F:15])=[CH:9][C:8]=2[Cl:18])[N:5]=[C:4]([C:19]#[N:20])[C:3]=1I.C(=O)([O-])O.[Na+].[CH3:27][O:28][C:29]1[CH:34]=[CH:33][C:32](B(O)O)=[CH:31][CH:30]=1.CCOCC>C1(C)C=CC=CC=1.C(O)C.C1C=CC([P]([Pd]([P](C2C=CC=CC=2)(C2C=CC=CC=2)C2C=CC=CC=2)([P](C2C=CC=CC=2)(C2C=CC=CC=2)C2C=CC=CC=2)[P](C2C=CC=CC=2)(C2C=CC=CC=2)C2C=CC=CC=2)(C2C=CC=CC=2)C2C=CC=CC=2)=CC=1.O>[NH2:1][C:2]1[N:6]([C:7]2[C:12]([Cl:13])=[CH:11][C:10]([C:14]([F:17])([F:16])[F:15])=[CH:9][C:8]=2[Cl:18])[N:5]=[C:4]([C:19]#[N:20])[C:3]=1[C:32]1[CH:33]=[CH:34][C:29]([O:28][CH3:27])=[CH:30][CH:31]=1 |f:1.2,^1:56,58,77,96|. Procedure: To a rapidly stirred solution of 5-amino-3-cyano-1-(2,6-dichloro-4-trifluoromethylphenyl)-4-iodopyrazole (0.447 g) in toluene (2 ml) containing tetrakis(triphenylphosphine)palladium(0) (0.02 g) was added saturated aqueous sodium hydrogen carbonate solution (1 ml) and a solution of 4-methoxyphenylboronic acid (0.302 g) in ethanol (1 ml). The mixture was heated under reflux for 2.75 hours, then left at room temperature overnight. Saturated aqueous sodium hydrogen carbonate solution (0.5 ml) and te... The product is COc1ccc2c(c1)CCN(C1CCNCC1)C(=O)N2. Reactants: COc1ccc2c(c1)CCN(C1CCN(Cc3ccccc3)CC1)C(=O)N2, CO, [H][H]. Reaction SMILES: [CH2:1]([c:2]1[cH:3][cH:4][cH:5][cH:6][cH:7]1)[N:8]1[CH2:9][CH2:10][CH:11]([N:14]2[C:15](=[O:27])[NH:16][c:17]3[c:18]([cH:21][c:22]([O:25][CH3:26])[cH:23][cH:24]3)[CH2:19][CH2:20]2)[CH2:12][CH2:13]1.[CH3:30][OH:31].[H:28][H:29]>>[NH:8]1[CH2:9][CH2:10][CH:11]([N:14]2[C:15](=[O:27])[NH:16][c:17]3[c:18]([cH:21][c:22]([O:25][CH3:26])[cH:23][cH:24]3)[CH2:19][CH2:20]2)[CH2:12][CH2:13]1. Starting materials: N1(C=NC=C1)CCCCCCOC=1C=C2CN3C(=NC2=CC1)NC(C3)=O (7-(6-(N-imidazolyl)hexyl)oxy-1,2,3,5-tetrahydroimidazo[2,1-b]quinazolin-2-one), [H-].[Na+] (sodium hydride), BrCCCC (1-bromobutane). Solvent: CN(C=O)C (dimethylformamide). Run at temperature 60 celsius, time 30 minute. Product: N1(C=NC=C1)CCCCCCOC=1C=C2CN3C(=NC2=CC1)N(C(C3)=O)CCCC (7-(6-(N-imidazolyl)hexyl)oxy-1-butyl-1,2,3,5-tetrahydroimidazo[2,1-b]-quinazolin-2-one). As a reaction SMILES: [N:1]1([CH2:6][CH2:7][CH2:8][CH2:9][CH2:10][CH2:11][O:12][C:13]2[CH:14]=[C:15]3[C:20](=[CH:21][CH:22]=2)[N:19]=[C:18]2[NH:23][C:24](=[O:26])[CH2:25][N:17]2[CH2:16]3)[CH:5]=[CH:4][N:3]=[CH:2]1.[H-].[Na+].Br[CH2:30][CH2:31][CH2:32][CH3:33]>CN(C)C=O>[N:1]1([CH2:6][CH2:7][CH2:8][CH2:9][CH2:10][CH2:11][O:12][C:13]2[CH:14]=[C:15]3[C:20](=[CH:21][CH:22]=2)[N:19]=[C:18]2[N:23]([CH2:30][CH2:31][CH2:32][CH3:33])[C:24](=[O:26])[CH2:25][N:17]2[CH2:16]3)[CH:5]=[CH:4][N:3]=[CH:2]1 |f:1.2|. Procedure: To a solution of 7-(6-(N-imidazolyl)hexyl)oxy-1,2,3,5-tetrahydroimidazo[2,1-b]quinazolin-2-one in dry dimethylformamide is added sodium hydride (1.05 equivalents). The mixture is stirred at 60° C. for 30 minutes to give a homogeneous solution. 1-bromobutane (1.1 equivalents) is added via a syringe after which the mixture is stirred at 60° C. for 2 hours. The solvent is evaporated and the residue taken up in ethyl acetate which is washed with saturated brine, dried and filtered. Evaporation of th... Starting materials: CCOCC, O=C(O)C(=O)N1CCC(Cc2ccc(F)cc2)CC1, Nc1ccc2[nH]c(=O)oc2c1. Product: O=C(Nc1ccc2[nH]c(=O)oc2c1)C(=O)N1CCC(Cc2ccc(F)cc2)CC1. As a reaction SMILES: [CH2:31]([O:32][CH2:33][CH3:34])[CH3:35].[F:1][c:2]1[cH:3][cH:4][c:5]([CH2:6][CH:7]2[CH2:8][CH2:9][N:10]([C:13]([C:14](=[O:15])[OH:16])=[O:17])[CH2:11][CH2:12]2)[cH:18][cH:19]1.[NH2:20][c:21]1[cH:22][c:23]2[c:24]([nH:25][c:26](=[O:28])[o:27]2)[cH:29][cH:30]1>>[F:1][c:2]1[cH:3][cH:4][c:5]([CH2:6][CH:7]2[CH2:8][CH2:9][N:10]([C:13]([C:14](=[O:16])[NH:20][c:21]3[cH:22][c:23]4[c:24]([nH:25][c:26](=[O:28])[o:27]4)[cH:29][cH:30]3)=[O:17])[CH2:11][CH2:12]2)[cH:18][cH:19]1. Starting materials: NCCCCCCN1CCC(CC1)C=1C=C(C=CC1)NC(C(C)C)=O (N-{3-[1-(6-aminohexyl)-4-piperidinyl]phenyl}-2-methylpropanamide), ClC=1C=C(OC2=CC=C(O2)C(=O)Cl)C=C(C1)Cl (5-(3,5-dichlorophenoxy)-2-furoyl chloride). Solvent: C1CCOC1 (THF). The product is ClC=1C=C(OC2=CC=C(O2)C(=O)NCCCCCCN2CCC(CC2)C2=CC(=CC=C2)NC(C(C)C)=O)C=C(C1)Cl (5-(3,5-DICHLOROPHENOXY)-N-(6-{4-[3-(ISOBUTYRYLAMINO)PHENYL]-1-PIPERIDINYL}HEXYL)-2-FURAMIDE). RXN SMILES: [NH2:1][CH2:2][CH2:3][CH2:4][CH2:5][CH2:6][CH2:7][N:8]1[CH2:13][CH2:12][CH:11]([C:14]2[CH:15]=[C:16]([NH:20][C:21](=[O:25])[CH:22]([CH3:24])[CH3:23])[CH:17]=[CH:18][CH:19]=2)[CH2:10][CH2:9]1.[Cl:26][C:27]1[CH:28]=[C:29]([CH:39]=[C:40]([Cl:42])[CH:41]=1)[O:30][C:31]1[O:35][C:34]([C:36](Cl)=[O:37])=[CH:33][CH:32]=1>C1COCC1>[Cl:26][C:27]1[CH:28]=[C:29]([CH:39]=[C:40]([Cl:42])[CH:41]=1)[O:30][C:31]1[O:35][C:34]([C:36]([NH:1][CH2:2][CH2:3][CH2:4][CH2:5][CH2:6][CH2:7][N:8]2[CH2:13][CH2:12][CH:11]([C:14]3[CH:19]=[CH:18][CH:17]=[C:16]([NH:20][C:21](=[O:25])[CH:22]([CH3:23])[CH3:24])[CH:15]=3)[CH2:10][CH2:9]2)=[O:37])=[CH:33][CH:32]=1. Procedure details: Prepared by Procedure Q1 (THF) and Scheme AT using N-{3-[1-(6-aminohexyl)-4-piperidinyl]phenyl}-2-methylpropanamide and 5-(3,5-dichlorophenoxy)-2-furoyl chloride: ESMS m/e: 600.2 (M+H)+. Reactants: C(CCCCCC)(=N)N (heptanamidine), impure product, ClC(C(OC)OC)C(C)=O (2-chloro-1,1-dimethoxy-3-butanone), C(C)(=O)[O-].[Na+] (sodium acetate). Run in O1CCOCC1 (dioxane). Run at time 8 hour. Yields the product C(C)(=O)C=1N=C(NC1)CCCCCC (4-Acetyl-2-n-hexylimidazole). Isolated yield 42.0%. As a reaction SMILES: [C:1]([NH2:9])(=[NH:8])[CH2:2][CH2:3][CH2:4][CH2:5][CH2:6][CH3:7].Cl[CH:11]([C:17](=[O:19])[CH3:18])[CH:12](OC)OC.C([O-])(=O)C.[Na+]>O1CCOCC1>[C:17]([C:11]1[N:8]=[C:1]([CH2:2][CH2:3][CH2:4][CH2:5][CH2:6][CH3:7])[NH:9][CH:12]=1)(=[O:19])[CH3:18] |f:2.3|. Procedure details: Repeating the above procedure with 0.20 mole of heptanamidine, 0.15 mole 2-chloro-1,1-dimethoxy-3-butanone, 0.35 mole sodium acetate in 400 ml dioxane by refluxing for six hours, allowing to stand overnight at room temperature and work-up as above, affords a 42% yield of pure product, M.P. 104°-106° C. and 26% of impure product. For the pure sample: 1H-NMR (CDCl3) ppm (delta): 0.85 (t, 3H), 1.28 (m, 7H), 1.75 (m, 2H), 2.52 (s, 3H), 2.83 (t, 2H), 7.72 (s, 1H). The reactants are ClC1=C(C(=CC(=C1)C(F)(F)F)Cl)N1C(=NC(=C1S(=O)(=O)C(F)F)Cl)Br (1-(2,6-dichloro-4-trifluoromethylphenyl)-2-bromo-4-chlorodifluoromethylsulfonyl-imidazole), C[S-].[Na+] (sodium methanethiolate). The solvent is O1CCCC1 (tetrahydrofuran), O (water). Run at time 14 hour. The product is ClC1=CC(=CC(=C1N1C(=NC(=C1S(=O)(=O)C(F)F)Cl)Br)SC)C(F)(F)F (1-(6-chloro-2-methylsulfenyl-4-trifluoromethylphenyl)-2-bromo-4-chlorodifluoromethylsulfonylimidazole). Isolated yield 35.2%. As a reaction SMILES: [Cl:1][C:2]1[CH:7]=[C:6]([C:8]([F:11])([F:10])[F:9])[CH:5]=[C:4](Cl)[C:3]=1[N:13]1[C:17]([S:18]([CH:21]([F:23])[F:22])(=[O:20])=[O:19])=[C:16]([Cl:24])[N:15]=[C:14]1[Br:25].[CH3:26][S-:27].[Na+]>O1CCCC1.O>[Cl:1][C:2]1[C:3]([N:13]2[C:17]([S:18]([CH:21]([F:23])[F:22])(=[O:20])=[O:19])=[C:16]([Cl:24])[N:15]=[C:14]2[Br:25])=[C:4]([S:27][CH3:26])[CH:5]=[C:6]([C:8]([F:11])([F:10])[F:9])[CH:7]=1 |f:1.2|. Procedure: To a solution of 500 mg (0.984 mmole) of 1-(2,6-dichloro-4-trifluoromethylphenyl)-2-bromo-4-chlorodifluoromethylsulfonyl-imidazole in 2 ml of tetrahydrofuran was added a solution of 69 mg (0.984 mmole) of sodium methanethiolate in 0.3 ml of water. The resulting mixture was stirred at RT for 14 hours, after which it was partitioned between water and diethyl ether. The organic layer was separated, dried over anhydrous sodium sulfate and stripped of solvent. The residue was purified by preparative ...